From a dataset of the Open Reaction Database (ORD), a public repository of structured organic reaction records. describe an organic reaction: reactants, conditions, products, and yield Reactants: C(C=C)ON1C(NC2=C(C1=O)SC=C2)=O (3-Allyloxy-1H-thieno[3,2-d]pyrimidine-2,4-dione), BrCCO (2-bromoethanol), alcohol, S(=O)(=O)(C1=CC=C(C)C=C1)Cl (tosyl chloride). Run in N1=CC=CC=C1 (pyridine). Conditions: time 4 hour. Yields the product C(C=C)ON1C(N(C2=C(C1=O)SC=C2)CCOS(=O)(=O)C2=CC=C(C=C2)C)=O (toluene-4-sulfonic acid 2-(3-allyloxy-2,4-dioxo-3,4-dihydro-2H-thieno[3,2-d]pyrimidin-1-yl)-ethyl ester). Reaction SMILES: [CH2:1]([O:4][N:5]1[C:10](=[O:11])[C:9]2[S:12][CH:13]=[CH:14][C:8]=2[NH:7][C:6]1=[O:15])[CH:2]=[CH2:3].Br[CH2:17][CH2:18][OH:19].[S:20](Cl)([C:23]1[CH:29]=[CH:28][C:26]([CH3:27])=[CH:25][CH:24]=1)(=[O:22])=[O:21]>N1C=CC=CC=1>[CH2:1]([O:4][N:5]1[C:10](=[O:11])[C:9]2[S:12][CH:13]=[CH:14][C:8]=2[N:7]([CH2:17][CH2:18][O:19][S:20]([C:23]2[CH:29]=[CH:28][C:26]([CH3:27])=[CH:25][CH:24]=2)(=[O:22])=[O:21])[C:6]1=[O:15])[CH:2]=[CH2:3]. Procedure details: 3-Allyloxy-1H-thieno[3,2-d]pyrimidine-2,4-dione (from previous example) was alkylated with 2-bromoethanol via general procedure B1. The intermediate alcohol was treated with tosyl chloride (3 eq) in pyridine (0.2 M). After 4 hours, the reaction mixture was partitioned between EtOAc and water. The organic layer was dried over MgSO4 and concentrated to give toluene-4-sulfonic acid 2-(3-allyloxy-2,4-dioxo-3,4-dihydro-2H-thieno[3,2-d]pyrimidin-1-yl)-ethyl ester. This material could be used crude or ...